From a dataset of the Open Reaction Database (ORD), a public repository of structured organic reaction records. describe an organic reaction: reactants, conditions, products, and yield The reactants are NC=1N(C=C(N1)CCCCCC#C)C(=O)OC(C)(C)C (tert-butyl 2-amino-4-(hept-6-ynyl)-1H-imidazole-1-carboxylate), N(=[N+]=[N-])CCNC(C1=CC=C(C=C1)CCCCCC)=O (N-(2-azidoethyl)-4-hexylbenzamide). Yields the product NC=1N(C=C(N1)CCCCCC=1N=NN(C1)CCNC(C1=CC=C(C=C1)CCCCCC)=O)C(=O)OC(C)(C)C (tert-butyl 2-amino-4-(5-(1-(2-(4-hexylbenzamido)ethyl)-1H-1,2,3-triazol-4-yl)pentyl)-1H-imidazole-1-carboxylate). As a reaction SMILES: [NH2:1][C:2]1[N:3]([C:14]([O:16][C:17]([CH3:20])([CH3:19])[CH3:18])=[O:15])[CH:4]=[C:5]([CH2:7][CH2:8][CH2:9][CH2:10][CH2:11][C:12]#[CH:13])[N:6]=1.[N:21]([CH2:24][CH2:25][NH:26][C:27](=[O:40])[C:28]1[CH:33]=[CH:32][C:31]([CH2:34][CH2:35][CH2:36][CH2:37][CH2:38][CH3:39])=[CH:30][CH:29]=1)=[N+:22]=[N-:23]>>[NH2:1][C:2]1[N:3]([C:14]([O:16][C:17]([CH3:20])([CH3:19])[CH3:18])=[O:15])[CH:4]=[C:5]([CH2:7][CH2:8][CH2:9][CH2:10][CH2:11][C:12]2[N:23]=[N:22][N:21]([CH2:24][CH2:25][NH:26][C:27](=[O:40])[C:28]3[CH:33]=[CH:32][C:31]([CH2:34][CH2:35][CH2:36][CH2:37][CH2:38][CH3:39])=[CH:30][CH:29]=3)[CH:13]=2)[N:6]=1. Procedure details: tert-butyl 2-amino-4-(hept-6-ynyl)-1H-imidazole-1-carboxylate (0.097 g, 0.349 mmol) was reacted with N-(2-azidoethyl)-4-hexylbenzamide (0.096 g, 0.349 mmol) following the general click procedure to give tert-butyl 2-amino-4-(5-(1-(2-(4-hexylbenzamido)ethyl)-1H-1,2,3-triazol-4-yl)pentyl)-1H-imidazole-1-carboxylate 1H NMR (300 MHz, CDCl3) δ 7.65 (d, 2H), δ 7.55 (t, 1H), δ 7.26 (s, 1H), δ 7.09 (d, 2H), δ 6.39 (s, 1H), δ 6.04 (s, 2H), δ 4.48 (t, 2H), δ 3.83 (q, 2H), δ 2.56 (q, 4H), δ 2.24 (t, 2H), δ...